Dataset: the Open Reaction Database (ORD), a public repository of structured organic reaction records. Task: describe an organic reaction: reactants, conditions, products, and yield The product is Cn1ncc2c1Nc1ccccc1N(C(=O)c1ccc(O)cc1)C2. As a reaction SMILES: [CH2:1]([c:2]1[cH:3][cH:4][cH:5][cH:6][cH:7]1)[O:8][c:9]1[cH:10][cH:11][c:12]([C:15](=[O:16])[N:17]2[c:18]3[c:19]([cH:28][cH:29][cH:30][cH:31]3)[NH:20][c:21]3[n:22]([CH3:27])[n:23][cH:24][c:25]3[CH2:26]2)[cH:13][cH:14]1.[CH3:32][OH:33]>>[OH:8][c:9]1[cH:10][cH:11][c:12]([C:15](=[O:16])[N:17]2[c:18]3[c:19]([cH:28][cH:29][cH:30][cH:31]3)[NH:20][c:21]3[n:22]([CH3:27])[n:23][cH:24][c:25]3[CH2:26]2)[cH:13][cH:14]1. Starting materials: Cn1ncc2c1Nc1ccccc1N(C(=O)c1ccc(OCc3ccccc3)cc1)C2, CO. Starting materials: CC=1C(=NC=C(C1)C)NC1CCCC=2C=CC=NC12 ((3,5-dimethyl-pyridin-2-yl)-(5,6,7,8-tetrahydro-quinolin-8-yl)-amine), C(C)(C)(C)[Si](OCCCC=O)(C)C (4-(tert-butyl-dimethyl-silanyloxy)-butyraldehyde), [BH-](OC(=O)C)(OC(=O)C)OC(=O)C.[Na+] (NaBH(OAc)3). Run in C(Cl)Cl (CH2Cl2). Yields the product C(C)(C)(C)[Si](OCCCCN(C1CCCC=2C=CC=NC12)C1=NC=C(C=C1C)C)(C)C ([4-(tert-butyl-dimethyl-silanyloxy)-butyl]-(3,5-dimethyl-pyridin-2-yl)-(5,6,7,8-tetrahydro-quinolin-8-yl)-amine). Reaction SMILES: [CH3:1][C:2]1[C:3]([NH:9][CH:10]2[C:19]3[N:18]=[CH:17][CH:16]=[CH:15][C:14]=3[CH2:13][CH2:12][CH2:11]2)=[N:4][CH:5]=[C:6]([CH3:8])[CH:7]=1.[C:20]([Si:24]([CH3:32])([CH3:31])[O:25][CH2:26][CH2:27][CH2:28][CH:29]=O)([CH3:23])([CH3:22])[CH3:21].[BH-](OC(C)=O)(OC(C)=O)OC(C)=O.[Na+]>C(Cl)Cl>[C:20]([Si:24]([CH3:31])([CH3:32])[O:25][CH2:26][CH2:27][CH2:28][CH2:29][N:9]([C:3]1[C:2]([CH3:1])=[CH:7][C:6]([CH3:8])=[CH:5][N:4]=1)[CH:10]1[C:19]2[N:18]=[CH:17][CH:16]=[CH:15][C:14]=2[CH2:13][CH2:12][CH2:11]1)([CH3:23])([CH3:22])[CH3:21] |f:2.3|. Reported procedure: Using General Procedure B, reaction of (3,5-dimethyl-pyridin-2-yl)-(5,6,7,8-tetrahydro-quinolin-8-yl)-amine, 4-(tert-butyl-dimethyl-silanyloxy)-butyraldehyde and NaBH(OAc)3 in CH2Cl2 gave [4-(tert-butyl-dimethyl-silanyloxy)-butyl]-(3,5-dimethyl-pyridin-2-yl)-(5,6,7,8-tetrahydro-quinolin-8-yl)-amine. The reactants are [Na] (sodium), C(C)N(CCN)CC (N,N-diethylethylenediamine), Cl.ClC1=CC=C2C(=CN=NC2=C1)NC1=CC=C(C=C1)S(=O)(=O)Cl (4-(7-Chloro-4-cinnolinylamino)benzenesulphonyl chloride hydrochloride). Run in C(Cl)(Cl)Cl (chloroform). Reaction conditions: temperature 5 celsius. Yields the product ClC1=CC=C2C(=CN=NC2=C1)NC1=CC=C(C=C1)S(=O)(=O)NCCN(CC)CC (4-[7-Chloro-4-cinnolinylamino]-N-(2-diethylaminoethyl)benzenesulphonamide). Reaction SMILES: [Na].[CH2:2]([N:4]([CH2:8][CH3:9])[CH2:5][CH2:6][NH2:7])[CH3:3].Cl.[Cl:11][C:12]1[CH:21]=[C:20]2[C:15]([C:16]([NH:22][C:23]3[CH:28]=[CH:27][C:26]([S:29](Cl)(=[O:31])=[O:30])=[CH:25][CH:24]=3)=[CH:17][N:18]=[N:19]2)=[CH:14][CH:13]=1>C(Cl)(Cl)Cl>[Cl:11][C:12]1[CH:21]=[C:20]2[C:15]([C:16]([NH:22][C:23]3[CH:24]=[CH:25][C:26]([S:29]([NH:7][CH2:6][CH2:5][N:4]([CH2:8][CH3:9])[CH2:2][CH3:3])(=[O:30])=[O:31])=[CH:27][CH:28]=3)=[CH:17][N:18]=[N:19]2)=[CH:14][CH:13]=1 |f:2.3,^1:0|. Procedure details: A mixture of anhydrous sodium carbonte (3.08 g) and N,N-diethylethylenediamine (0.43 ml) in chloroform (30 ml) was vigorously stirred at 5° C. and treated with 4-(7-Chloro-4-cinnolinylamino)benzenesulphonyl chloride hydrochloride (1.0 g). The mixture was stirred at room temperature for 11/2 hours and then filtered. The filtrate was evaporated to give a residue that crystallised from ethanol to give the title compound (0.456 g), m.p. 175°-76° C. Reactants: C(OCCCOC1=CC=C(C=C1)C[C@@H]([C@@H](CN(CC(C)C)S(=O)(=O)C1=CC2=C(OCO2)C=C1)O)NC(=O)O[C@H]1CO[C@H]2OCC[C@H]21)(OC2=CC=C(C=C2)[N+](=O)[O-])=O (3-(4-{(2S,3R)-2-({[(3R,3aS,6aR)-Hexahydrofuro[2,3-b]furan-3-yloxy]carbonyl}amino)-4-[(1,3-benzodioxol-5-ylsulfonyl)(isobutyl)amino]-3-hydroxybutyl}phenoxy)propyl 4-nitrophenyl carbonate), [OH-].[NH4+] (ammonium hydroxide). Product: NC(=O)OCCCOC1=CC=C(C[C@@H]([C@@H](CN(CC(C)C)S(=O)(=O)C2=CC3=C(OCO3)C=C2)O)NC(O[C@H]2CO[C@H]3OCC[C@H]32)=O)C=C1 ((3R,3aS,6aR)-Hexahydrofuro[2,3-b]furan-3-yl (1S,2R)-1-(4-{3-[(aminocarbonyl)oxy]propoxy}benzyl)-3-[(1,3-benzodioxol-5-ylsulfonyl)(isobutyl)amino]-2-hydroxypropylcarbamate). RXN SMILES: [C:1](=[O:57])(OC1C=CC([N+]([O-])=O)=CC=1)[O:2][CH2:3][CH2:4][CH2:5][O:6][C:7]1[CH:12]=[CH:11][C:10]([CH2:13][C@H:14]([NH:35][C:36]([O:38][C@@H:39]2[C@H:46]3[C@H:42]([O:43][CH2:44][CH2:45]3)[O:41][CH2:40]2)=[O:37])[C@H:15]([OH:34])[CH2:16][N:17]([S:22]([C:25]2[CH:33]=[CH:32][C:28]3[O:29][CH2:30][O:31][C:27]=3[CH:26]=2)(=[O:24])=[O:23])[CH2:18][CH:19]([CH3:21])[CH3:20])=[CH:9][CH:8]=1.[OH-].[NH4+:59]>>[NH2:59][C:1]([O:2][CH2:3][CH2:4][CH2:5][O:6][C:7]1[CH:8]=[CH:9][C:10]([CH2:13][C@H:14]([NH:35][C:36](=[O:37])[O:38][C@@H:39]2[C@H:46]3[C@H:42]([O:43][CH2:44][CH2:45]3)[O:41][CH2:40]2)[C@H:15]([OH:34])[CH2:16][N:17]([S:22]([C:25]2[CH:33]=[CH:32][C:28]3[O:29][CH2:30][O:31][C:27]=3[CH:26]=2)(=[O:23])=[O:24])[CH2:18][CH:19]([CH3:20])[CH3:21])=[CH:11][CH:12]=1)=[O:57] |f:1.2|. Reported procedure: 3-(4-{(2S,3R)-2-({[(3R,3aS,6aR)-Hexahydrofuro[2,3-b]furan-3-yloxy]carbonyl}amino)-4-[(1,3-benzodioxol-5-ylsulfonyl)(isobutyl)amino]-3-hydroxybutyl}phenoxy)propyl 4-nitrophenyl carbonate was treated with concentrated ammonium hydroxide as described above to afford the title compound as a white solid. 1H NMR (DMSO-d6): δ 0.78 (3H, d), 0.82 (3H, d), 1.2-1.3 (1H, m), 1.4 (1H, quintuplet), 1.9-2.0 (3H, m), 2.2 (1H, t), 2.6-2.8 (3H, m), 2.9 (1H, d), 2.97 (1H, dd), 3.2-3.3 (1H, m), 3.4-3.6 (4H, m), 3.7...